Dataset: the Open Reaction Database (ORD), a public repository of structured organic reaction records. Task: describe an organic reaction: reactants, conditions, products, and yield The reactants are O=CCCc1ccc(C(F)(F)F)c(F)c1, Cc1nc(I)cn1CCN. Yields the product Cc1nc(I)c2n1CCNC2CCc1ccc(C(F)(F)F)c(F)c1. As a reaction SMILES: [F:11][c:12]1[cH:13][c:14]([CH2:22][CH2:23][CH:24]=[O:25])[cH:15][cH:16][c:17]1[C:18]([F:19])([F:20])[F:21].[I:1][c:2]1[n:3][c:4]([CH3:10])[n:5]([CH2:7][CH2:8][NH2:9])[cH:6]1>>[I:1][c:2]1[n:3][c:4]([CH3:10])[n:5]2[c:6]1[CH:24]([CH2:23][CH2:22][c:14]1[cH:13][c:12]([F:11])[c:17]([C:18]([F:19])([F:20])[F:21])[cH:16][cH:15]1)[NH:9][CH2:8][CH2:7]2.